Dataset: the Open Reaction Database (ORD), a public repository of structured organic reaction records. Task: describe an organic reaction: reactants, conditions, products, and yield Starting materials: NCC1=CC=C(C(=O)NC2=C(C=CC=C2)N)C=C1 (4-(aminomethyl)-N-(2-aminophenyl)benzamide), FC=1C=C(C=CC1F)C=C(C(=O)O)C1=CC=C(C=C1)F (3-(3,4-difluorophenyl)-2-(4-fluorophenyl)acrylic acid), TEA, CCN=C=NCCCN(C)C (EDCI), C=1C=CC2=C(C1)N=NN2O (HOBt). The solvent is CN(C)C=O (DMF). Conditions: time 12 hour. Product: NC1=C(C=CC=C1)NC(C1=CC=C(C=C1)CNC(C(=CC1=CC(=C(C=C1)F)F)C1=CC=C(C=C1)F)=O)=O (N-(2-aminophenyl)-4-((3-(3,4-difluorophenyl)-2-(4-fluorophenyl)acrylamido)methyl)benzamide). Isolated yield 35.2%. As a reaction SMILES: [F:1][C:2]1[CH:3]=[C:4]([CH:9]=[C:10]([C:14]2[CH:19]=[CH:18][C:17]([F:20])=[CH:16][CH:15]=2)[C:11]([OH:13])=O)[CH:5]=[CH:6][C:7]=1[F:8].CCN=C=NCCCN(C)C.C1C=CC2N(O)N=NC=2C=1.[NH2:42][CH2:43][C:44]1[CH:59]=[CH:58][C:47]([C:48]([NH:50][C:51]2[CH:56]=[CH:55][CH:54]=[CH:53][C:52]=2[NH2:57])=[O:49])=[CH:46][CH:45]=1>CN(C=O)C>[NH2:57][C:52]1[CH:53]=[CH:54][CH:55]=[CH:56][C:51]=1[NH:50][C:48](=[O:49])[C:47]1[CH:46]=[CH:45][C:44]([CH2:43][NH:42][C:11](=[O:13])[C:10]([C:14]2[CH:19]=[CH:18][C:17]([F:20])=[CH:16][CH:15]=2)=[CH:9][C:4]2[CH:5]=[CH:6][C:7]([F:8])=[C:2]([F:1])[CH:3]=2)=[CH:59][CH:58]=1. Procedure: To a solution of 3-(3,4-difluorophenyl)-2-(4-fluorophenyl)acrylic acid (0.5 g, 1.7 mmol) in DMF (5 mL) was added TEA (0.75 mL, 5.4 mmol), EDCI (0.68 g, 3.5 mmol), HOBt (0.25 g, 1.8 mmol) followed by the 4-(aminomethyl)-N-(2-aminophenyl)benzamide (0.52 g, 1.9 mmol). The reaction mixture was stirred at room temperature for 12 hours. Subsequently it was concentrated under reduced pressure to half the volume and the resulted solution was poured into water. Upon standing a white precipitate formed, w...